From a dataset of the Open Reaction Database (ORD), a public repository of structured organic reaction records. describe an organic reaction: reactants, conditions, products, and yield The reactants are [OH-].[Na+] (sodium hydroxide), FC=1C=C(C2=C(OCCO2)C1)C(=O)OC (methyl 7-fluoro-2,3-dihydro-1,4-benzodioxine-5-carboxylate), [H-].[Al+3].[Li+].[H-].[H-].[H-] (lithium aluminum hydride), O (water), O (water). Solvent: O1CCCC1 (tetrahydrofuran). Product: FC=1C=C(C2=C(OCCO2)C1)CO ((7-fluoro-2,3-dihydro-1,4-benzodioxine-5-yl)methanol). Yield: 99.6%. Reaction SMILES: [F:1][C:2]1[CH:3]=[C:4]([C:12](OC)=[O:13])[C:5]2[O:10][CH2:9][CH2:8][O:7][C:6]=2[CH:11]=1.[H-].[Al+3].[Li+].[H-].[H-].[H-].O.[OH-].[Na+]>O1CCCC1>[F:1][C:2]1[CH:3]=[C:4]([CH2:12][OH:13])[C:5]2[O:10][CH2:9][CH2:8][O:7][C:6]=2[CH:11]=1 |f:1.2.3.4.5.6,8.9|. Procedure details: A solution of methyl 7-fluoro-2,3-dihydro-1,4-benzodioxine-5-carboxylate (400 mg, 1.88 mmol) in tetrahydrofuran (20 mL) was cooled to 0° C. and then added lithium aluminum hydride (3.78 mL, 1.0 M solution in tetrahydrofuran). The reaction mixture was allowed to warm to room temperature and stirred for 45 min, at which time water (143 μL) was added followed by 15% sodium hydroxide (143 μL) and then water (286 μL) again. The white precipitate was filtered and the filtrate was concentrated to give ...